From a dataset of the Open Reaction Database (ORD), a public repository of structured organic reaction records. describe an organic reaction: reactants, conditions, products, and yield The reactants are BrCC1=CC2=C(OC3=C1C=CC=C3)C=CC=C2 (10-bromomethyldibenz[b,f]oxepine), CNCC#C (Methylpropargylamine), O (water). The solvent is C1=CC=CC=C1 (benzene), CO (methanol), C1=CC=CC=C1 (benzene). Conditions: time 0.5 hour. Product: C1=CC=CC=2OC3=C(C(=CC21)CN(CC#C)C)C=CC=C3 (dibenz[b,f]oxepin-10-ylmethyl-N-methyl-N-prop-2-ynylamine). The yield is 77.0%. As a reaction SMILES: [CH3:1][NH:2][CH2:3][C:4]#[CH:5].Br[CH2:7][C:8]1[C:14]2[CH:15]=[CH:16][CH:17]=[CH:18][C:13]=2[O:12][C:11]2[CH:19]=[CH:20][CH:21]=[CH:22][C:10]=2[CH:9]=1.O>C1C=CC=CC=1.CO>[CH:22]1[C:10]2[CH:9]=[C:8]([CH2:7][N:2]([CH3:1])[CH2:3][C:4]#[CH:5])[C:14]3[CH:15]=[CH:16][CH:17]=[CH:18][C:13]=3[O:12][C:11]=2[CH:19]=[CH:20][CH:21]=1. Procedure: Methylpropargylamine (4.5 g, 65 mmol) is dissolved in benzene (75 ml) and methanol (25 ml). At 40° C. a solution of 10-bromomethyldibenz[b,f]oxepine (7.0 g, 25 mmol) in benzene (25 ml) is added dropwise in the course of half an hour. When the addition is complete, the mixture is stirred for a further half hour at 40°-50° C., poured into water, washed three times with water and then extracted with 5% methanesulfonic acid. The acidic aqueous phase is rendered basic with concentrated ammonia and ex... The reactants are FC=1C=C(C=CC1)CC1=C(NC=CC1=O)C (3-[(3-fluorophenyl)methyl)-2-methylpyridin-4(1H)-one), P(=O)(Cl)(Cl)Cl (phosphorous oxychloride). Yields the product ClC1=C(C(=NC=C1)C)CC1=CC(=CC=C1)F (4-chloro-3-[(3-fluorophenyl)methyl]-2-methylpyridine). RXN SMILES: [F:1][C:2]1[CH:3]=[C:4]([CH2:8][C:9]2[C:14](=O)[CH:13]=[CH:12][NH:11][C:10]=2[CH3:16])[CH:5]=[CH:6][CH:7]=1.P(Cl)(Cl)([Cl:19])=O>>[Cl:19][C:14]1[CH:13]=[CH:12][N:11]=[C:10]([CH3:16])[C:9]=1[CH2:8][C:4]1[CH:5]=[CH:6][CH:7]=[C:2]([F:1])[CH:3]=1. Reported procedure: A solution of 3-[(3-fluorophenyl)methyl)-2-methylpyridin-4(1H)-one (0.07 g, 0.32 mmol) in phosphorous oxychloride (3 mL) was heated to 55° C. for 16 h. Then the solution was cooled to room temperature and concentrated. The remaining residue was dissolved in ethyl acetate (10 mL), washed with 5% sodium bicarbonate (2×5 mL), and saturated sodium chloride (5 mL), dried over sodium sulfate, filtered and concentrated to afford 4-chloro-3-[(3-fluorophenyl)methyl]-2-methylpyridine. 1H NMR (400 MHz, CDC... Reactants: COC1=CC=2C3=C(NC2C(=C1)C)C1=CC=CC=C1C3 (5,10-dihydro-8-methoxy-6-methylindeno[1,2-b]indole), O1CCN(CC1)B (morpholino borane), Cl (hydrochloric acid), Cl (hydrochloric acid), O (water). Run in O1CCCC1 (tetrahydrofurane). Run at time 72 hour. Yields the product COC1=CC=2[C@@H]3[C@H](NC2C(=C1)C)C1=CC=CC=C1C3 (cis-4b,5,9b,10-Tetrahydro-8-methoxy-6-methylindeno[1,2-b]indole). Yield: 38.4%. As a reaction SMILES: [CH3:1][O:2][C:3]1[CH:11]=[C:10]([CH3:12])[C:9]2[NH:8][C:7]3[C:13]4[C:18]([CH2:19][C:6]=3[C:5]=2[CH:4]=1)=[CH:17][CH:16]=[CH:15][CH:14]=4.O1CCN(B)CC1.Cl.O>O1CCCC1>[CH3:1][O:2][C:3]1[CH:11]=[C:10]([CH3:12])[C:9]2[NH:8][C@@H:7]3[C:13]4[C:18]([CH2:19][C@@H:6]3[C:5]=2[CH:4]=1)=[CH:17][CH:16]=[CH:15][CH:14]=4. Reported procedure: To a solution of 5.0 g (0.020 mol) of 5,10-dihydro-8-methoxy-6-methylindeno[1,2-b]indole in 50 ml of tetrahydrofurane was added 8.1 g (0.080 mol) of morpholino borane and dropwise 6.3 ml of conc. hydrochloric acid. The initially exothermic reaction mixture was stirred at room temperature for 72 hour. An additional 6.3 ml of conc. hydrochloric acid was then added and the mixture stirred over night. 25 ml of water was then added and the mixture evaporated. The residue was suspended in 200 ml of wa...